From a dataset of the Open Reaction Database (ORD), a public repository of structured organic reaction records. describe an organic reaction: reactants, conditions, products, and yield The reactants are [Si](C)(C)(C(C)(C)C)OCC1(CC1)N1C(COC2(C1)CCN(CC2)C(=O)OC(C)(C)C)=O (tert-butyl 4-(1-(((tert-butyldimethylsilyl)oxy)methyl)cyclopropyl)-3-oxo-1-oxa-4,9-diazaspiro[5.5]undecane-9-carboxylate), Cl (HCl), Cl (HCl). Solvent: O1CCOCC1 (1,4-dioxane), O1CCOCC1 (dioxane), O1CCOCC1 (dioxane). Run at time 2.5 hour. Product: OCC1(CC1)N1C(COC2(C1)CCNCC2)=O (4-(1-(hydroxymethyl)cyclopropyl)-1-oxa-4,9-diazaspiro[5.5]undecan-3-one), hydrochloride salt. Reaction SMILES: [Si]([O:8][CH2:9][C:10]1([N:13]2[CH2:18][C:17]3([CH2:23][CH2:22][N:21](C(OC(C)(C)C)=O)[CH2:20][CH2:19]3)[O:16][CH2:15][C:14]2=[O:31])[CH2:12][CH2:11]1)(C(C)(C)C)(C)C.Cl>O1CCOCC1>[OH:8][CH2:9][C:10]1([N:13]2[CH2:18][C:17]3([CH2:23][CH2:22][NH:21][CH2:20][CH2:19]3)[O:16][CH2:15][C:14]2=[O:31])[CH2:11][CH2:12]1. Procedure: A solution of tert-butyl 4-(1-(((tert-butyldimethylsilyl)oxy)methyl)cyclopropyl)-3-oxo-1-oxa-4,9-diazaspiro[5.5]undecane-9-carboxylate (0.988 mmol) in 1,4-dioxane (2 mL) was treated with 4N HCl in dioxane (8.00 mmol). The reaction was stirred at room temperature for 2.5 h. The reaction contents were then concentrated to dryness in vacuo, at which point it was determined that not all of the starting material had been consumed. The material was suspended in 1,4-dioxane (2 mL) and was treated with ... The reactants are COC=1C=C(C=CC(=O)Cl)C=CC1OC (3,4-dimethoxycinnamoyl chloride), NC=1C(N(C2=C(C=C(C=C2C1C1=C(C=CC=C1)Cl)C)C)C)=O (3-amino-4-(2-chlorophenyl)-1,6,8-trimethyl-2(1H)-quinolone), N1=CC=CC=C1 (pyridine), C1CCOC1 (THF). Solvent: O (water). Reaction conditions: time 4 day. Product: O.ClC1=C(C=CC=C1)C1=C(C(N(C2=C(C=C(C=C12)C)C)C)=O)NC(C=CC1=CC(=C(C=C1)OC)OC)=O (4-(2-chlorophenyl)-3-(3,4-dimethoxycinnamoylamino)-1,6,8-trimethyl-2(1H)-quinolone hydrate). Isolated yield 65.4%. As a reaction SMILES: [CH3:1][O:2][C:3]1[CH:4]=[C:5]([CH:11]=[CH:12][C:13]=1[O:14][CH3:15])[CH:6]=[CH:7][C:8](Cl)=[O:9].[NH2:16][C:17]1[C:18](=[O:37])[N:19]([CH3:36])[C:20]2[C:25]([C:26]=1[C:27]1[CH:32]=[CH:31][CH:30]=[CH:29][C:28]=1[Cl:33])=[CH:24][C:23]([CH3:34])=[CH:22][C:21]=2[CH3:35].N1C=CC=CC=1.C1COCC1>O>[OH2:2].[Cl:33][C:28]1[CH:29]=[CH:30][CH:31]=[CH:32][C:27]=1[C:26]1[C:25]2[C:20](=[C:21]([CH3:35])[CH:22]=[C:23]([CH3:34])[CH:24]=2)[N:19]([CH3:36])[C:18](=[O:37])[C:17]=1[NH:16][C:8](=[O:9])[CH:7]=[CH:6][C:5]1[CH:11]=[CH:12][C:13]([O:14][CH3:15])=[C:3]([O:2][CH3:1])[CH:4]=1 |f:5.6|. Procedure details: A mixture of 3,4-dimethoxycinnamoyl chloride (678 mg), 3-amino-4-(2-chlorophenyl)-1,6,8-trimethyl-2(1H)-quinolone (511 mg), pyridine (0.28 ml) and THF (10 ml) was stirred at room temperature for four days. Then, the mixture was diluted with water and extracted with ethyl acetate. The ethyl acetate layer was washed with water and dried (MgSO4). The solvent was removed and the residue was purified by a silica gel chromatography with benzene-acetone (4:1) to give crystals of 4-(2-chlorophenyl)-3-(3... Starting materials: CCOC(OCC)c1c(F)cc(C(C)(C)O)cc1F, C1CCOC1, O. The product is CC(C)(O)c1cc(F)c(C=O)c(F)c1. Reaction SMILES: [CH2:1]([O:3][CH:4]([O:2][CH2:17][CH3:18])[c:5]1[c:6]([F:16])[cH:7][c:8]([C:12]([CH3:13])([CH3:14])[OH:15])[cH:9][c:10]1[F:11])[CH3:19].[CH2:20]1[O:21][CH2:22][CH2:23][CH2:24]1.[OH2:25]>>[O:3]=[CH:4][c:5]1[c:6]([F:16])[cH:7][c:8]([C:12]([CH3:13])([CH3:14])[OH:15])[cH:9][c:10]1[F:11]. The reactants are [BH4-], CCOC(=O)c1cnc(N(Cc2ccccc2)Cc2ccccc2)c([N+](=O)[O-])c1N, CO, ClCCl, [Na+], Cl[Ni]Cl, O. As a reaction SMILES: [BH4-:1].[CH2:3]([CH3:4])[O:5][C:6](=[O:7])[c:8]1[cH:9][n:10][c:11]([N:18]([CH2:19][c:20]2[cH:21][cH:22][cH:23][cH:24][cH:25]2)[CH2:26][c:27]2[cH:28][cH:29][cH:30][cH:31][cH:32]2)[c:12]([N+:15]([O-:16])=[O:17])[c:13]1[NH2:14].[CH3:33][OH:34].[Cl:35][CH2:36][Cl:37].[Na+:2].[Ni:39]([Cl:40])[Cl:41].[OH2:38]>>[CH2:3]([CH3:4])[O:5][C:6](=[O:7])[c:8]1[cH:9][n:10][c:11]([N:18]([CH2:19][c:20]2[cH:21][cH:22][cH:23][cH:24][cH:25]2)[CH2:26][c:27]2[cH:28][cH:29][cH:30][cH:31][cH:32]2)[c:12]([NH2:15])[c:13]1[NH2:14]. The product is CCOC(=O)c1cnc(N(Cc2ccccc2)Cc2ccccc2)c(N)c1N. The reactants are NC1CCN(CC1)CCN1C(C=NC2=CC=C(C=C12)F)=O (1-(2-(4-aminopiperidin-1-yl)ethyl)-7-fluoroquinoxalin-2(1H)-one), C(C)C1=CC=C(C=O)C=C1 (4-ethylbenzaldehyde), C(O)([O-])=O.[Na+] (sodium hydrogen carbonate), C(C)(=O)O[BH-](OC(C)=O)OC(C)=O.[Na+] (sodium triacetoxyborohydride). Run in C(C)(=O)O (acetic acid), C(Cl)(Cl)Cl (chloroform). Run at time 1 hour. Product: C(C)C1=CC=C(CNC2CCN(CC2)CCN2C(C=NC3=CC=C(C=C23)F)=O)C=C1 (1-(2-(4-(4-ethylbenzylamino)piperidin-1-yl)ethyl)-7-fluoroquinoxalin-2(1H)-one). As a reaction SMILES: [NH2:1][CH:2]1[CH2:7][CH2:6][N:5]([CH2:8][CH2:9][N:10]2[C:19]3[C:14](=[CH:15][CH:16]=[C:17]([F:20])[CH:18]=3)[N:13]=[CH:12][C:11]2=[O:21])[CH2:4][CH2:3]1.[CH2:22]([C:24]1[CH:31]=[CH:30][C:27]([CH:28]=O)=[CH:26][CH:25]=1)[CH3:23].C(O[BH-](OC(=O)C)OC(=O)C)(=O)C.[Na+].C(=O)([O-])O.[Na+]>C(O)(=O)C.C(Cl)(Cl)Cl>[CH2:22]([C:24]1[CH:31]=[CH:30][C:27]([CH2:28][NH:1][CH:2]2[CH2:3][CH2:4][N:5]([CH2:8][CH2:9][N:10]3[C:19]4[C:14](=[CH:15][CH:16]=[C:17]([F:20])[CH:18]=4)[N:13]=[CH:12][C:11]3=[O:21])[CH2:6][CH2:7]2)=[CH:26][CH:25]=1)[CH3:23] |f:2.3,4.5|. Procedure: To 5 mL of a chloroform solution containing 301 mg of 1-(2-(4-aminopiperidin-1-yl)ethyl)-7-fluoroquinoxalin-2(1H)-one and 143 mg of 4-ethylbenzaldehyde, 60 μL of acetic acid were added, and stirred at room temperature for 1 hour. To the reaction mixture, 352 mg of sodium triacetoxyborohydride was added, and stirred for 1.5 hours. Aqueous saturated sodium hydrogen carbonate solution was added, the organic layer was separated. The organic layer was washed with aqueous saturated sodium chloride sol... Reactants: 14β-hydroxy-9(11)-androsten-3,17-dione, C[C@@]12C(CC[C@H]1[C@@H]1CCC3CCCC[C@]3(C)[C@H]1CC2)=O (androstan-17-one), C(C)(=O)O (acetic acid), CC(=O)C (acetone). The reagents and catalysts are [Pt]=O (platinum oxide). The solvent is C(Cl)(Cl)Cl (chloroform). Product: O[C@@H]1CC2CC[C@H]3[C@]4(CCC([C@@]4(C)CC[C@@H]3[C@]2(CC1)C)=O)O (3β,14β-dihydroxyandrostan-17-one). Reaction SMILES: [C:1]([OH:4])(=O)[CH3:2].CC(C)=[O:7].[CH3:9][C@:10]12[CH2:27][CH2:26][C@H:25]3[C@@H:15]([CH2:16][CH2:17][CH:18]4[C@:23]3([CH3:24])[CH2:22]CC[CH2:19]4)[C@@H:14]1[CH2:13][CH2:12][C:11]2=[O:28]>C(Cl)(Cl)Cl.[Pt]=O>[OH:4][C@H:1]1[CH2:2][CH2:24][C@@:23]2([CH3:22])[CH:18]([CH2:17][CH2:16][C@@H:15]3[C@@H:25]2[CH2:26][CH2:27][C@@:10]2([CH3:9])[C@:14]3([OH:7])[CH2:13][CH2:12][C:11]2=[O:28])[CH2:19]1. Procedure details: The hydrogenation of 14β-hydroxy-9(11)-androsten-3,17-dione (100 mg.) was carried out over 50 mg. of platinum oxide in 25 ml. of glacial acetic acid. When consumption of hydrogen had ceased, the catalyst was filtered, the solvent was evaporated under vacuum and the product was isolated by chromatography on silica gel using a mixture of 10% acetone in chloroform to afford 70 mg. (~70%) of the androstan-17-one, m.p. 214°-217°. Starting materials: [OH-].[Li+] (lithium hydroxide), C1(=CC=CC=C1)NC(=O)NC=1C=C(C=CC1)C(=O)NCC(=O)NC(CC(=O)OCC)C=1C=NC=CC1 (ethyl β-[[2-[[[3-[[(phenylamino)carbonyl]amino]phenyl]carbonyl]amino]acetyl]amino]PYRIDINE-3-propanoate), FC(C(=O)O)(F)F (trifluoroacetic acid). Solvent: O.C(C)#N (water acetonitrile). Conditions: temperature 25 celsius. Yields the product FC(C(=O)O)(F)F.C1(=CC=CC=C1)NC(=O)NC=1C=C(C=CC1)C(=O)NCC(=O)NC(CC(=O)O)C=1C=NC=CC1 (β-[[2-[[[3-[[(phenylamino)carbonyl]amino]phenyl]carbonyl]amino]acetyl]amino]pyridine-3-propanoic acid, trifluoroacetate salt). As a reaction SMILES: [C:1]1([NH:7][C:8]([NH:10][C:11]2[CH:12]=[C:13]([C:17]([NH:19][CH2:20][C:21]([NH:23][CH:24]([C:31]3[CH:32]=[N:33][CH:34]=[CH:35][CH:36]=3)[CH2:25][C:26]([O:28]CC)=[O:27])=[O:22])=[O:18])[CH:14]=[CH:15][CH:16]=2)=[O:9])[CH:6]=[CH:5][CH:4]=[CH:3][CH:2]=1.[OH-].[Li+].[F:39][C:40]([F:45])([F:44])[C:41]([OH:43])=[O:42]>O.C(#N)C>[F:39][C:40]([F:45])([F:44])[C:41]([OH:43])=[O:42].[C:1]1([NH:7][C:8]([NH:10][C:11]2[CH:12]=[C:13]([C:17]([NH:19][CH2:20][C:21]([NH:23][CH:24]([C:31]3[CH:32]=[N:33][CH:34]=[CH:35][CH:36]=3)[CH2:25][C:26]([OH:28])=[O:27])=[O:22])=[O:18])[CH:14]=[CH:15][CH:16]=2)=[O:9])[CH:6]=[CH:5][CH:4]=[CH:3][CH:2]=1 |f:1.2,4.5,6.7|. Procedure: The compound of Example 107 (500 mg, 0.095 mmol) was dissolved in water/acetonitrile (1:1), followed by the addition of lithium hydroxide (100 mg, 0.4 mmol). The reaction mixture was stirred at 25° C., and monitored by HPLC. After complete hydrolysis (1-2 hours) trifluoroacetic acid was added until pH=2. The product was purified by reverse phase chromatography (water/acetonitrile) to result in a white solid (350 mg). MS and 1H-NMR were consistent with proposed structure. The reactants are CC1C(NC2=C(O1)C=CC(=C2)CC2CCN(CC2)C2=CC=C(C(=O)OCC)C=C2)=O (Ethyl 4-(4-((2-methyl-3-oxo-3,4-dihydro-2H-benzo[b][1,4]oxazin-6-yl)methyl)piperidin-1-yl)benzoate), Cl.CN (methylamine hydrochloride), amine, carboxylic esters, carboxylic acid, carboxylic acid. Product: CNC(C1=CC=C(C=C1)N1CCC(CC1)CC1=CC2=C(OC(C(N2)=O)C)C=C1)=O (N-Methyl-4-(4-((2-methyl-3-oxo-3,4-dihydro-2H-benzo[b][1,4]oxazin-6-yl)methyl)piperidin-1-yl)benzamide). As a reaction SMILES: [CH3:1][CH:2]1[O:7][C:6]2[CH:8]=[CH:9][C:10]([CH2:12][CH:13]3[CH2:18][CH2:17][N:16]([C:19]4[CH:29]=[CH:28][C:22]([C:23](OCC)=[O:24])=[CH:21][CH:20]=4)[CH2:15][CH2:14]3)=[CH:11][C:5]=2[NH:4][C:3]1=[O:30].Cl.[CH3:32][NH2:33]>>[CH3:32][NH:33][C:23](=[O:24])[C:22]1[CH:28]=[CH:29][C:19]([N:16]2[CH2:15][CH2:14][CH:13]([CH2:12][C:10]3[CH:9]=[CH:8][C:6]4[O:7][CH:2]([CH3:1])[C:3](=[O:30])[NH:4][C:5]=4[CH:11]=3)[CH2:18][CH2:17]2)=[CH:20][CH:21]=1 |f:1.2|. Procedure: Saponification of 390D was performed using the general procedure for hydrolysis of carboxylic esters. The resulting carboxylic acid and methylamine hydrochloride were used in the general procedure for coupling an amine to a carboxylic acid to give the title compound as a pinkish, tan solid. 1H NMR (400 MHz, DMSO-d6) δ ppm 1.13-1.28 (m, 2H) 1.40 (d, J=6.57 Hz, 3H) 1.55-1.71 (m, 3H) 2.44 (d, J=6.57 Hz, 2H) 2.62-2.78 (m, 5H) 3.82 (d, J=12.63 Hz, 2H) 4.61 (q, J=6.65 Hz, 1H) 6.65-6.77 (m, 2H) 6.82-6.... The reactants are N=1C(C=C2C=CC=CC12)=O (indole-2-one), OC1=C(C=O)C=CC(=C1)O (2,4-dihydroxybenzaldehyde). Reagents/catalysts: N1CCCCC1 (piperidine). The solvent is C(C)O (ethanol). Yields the product OC1=C(C=C2C(NC3=CC=CC=C23)=O)C=CC(=C1)O (3-(2,4-Dihydroxybenzylidene)-1,3-dihydroindol-2-one). As a reaction SMILES: [N:1]1[C:2](=[O:10])[CH:3]=[C:4]2[C:9]=1[CH:8]=[CH:7][CH:6]=[CH:5]2.[OH:11][C:12]1[CH:19]=[C:18]([OH:20])[CH:17]=[CH:16][C:13]=1[CH:14]=O>N1CCCCC1.C(O)C>[OH:11][C:12]1[CH:19]=[C:18]([OH:20])[CH:17]=[CH:16][C:13]=1[CH:14]=[C:3]1[C:4]2[C:9](=[CH:8][CH:7]=[CH:6][CH:5]=2)[NH:1][C:2]1=[O:10]. Procedure details: A mixture of 1.33 g of indole-2-one (10 mmol), 1.38 g of 2,4-dihydroxybenzaldehyde (10 mmol) and 3 drops of piperidine are refluxed in 40 ml of ethanol for 5 hours. The desired product precipitates as a yellow solid during the reaction. After cooling to room temperature, the product is filtered off, washed with ethanol and dried in vacuo. Yield 1.28 g (51%). Starting materials: CCCCCCCCCCCCCCCC(=O)C1(n2cnc3c(=O)[nH]c(N)nc32)CC(O)C(CO)O1, CCCC(=O)Cl, CCCCCCCCCCCCCCCC(=O)Cl. Product: CCCC(=O)C1(n2cnc3c(=O)[nH]c(N)nc32)CC(O)C(CO)O1. RXN SMILES: [C:1]([CH2:2][CH2:3][CH2:4][CH2:5][CH2:6][CH2:7][CH2:8][CH2:9][CH2:10][CH2:11][CH2:12][CH2:13][CH2:14][CH2:15][CH3:16])(=[O:17])[C:18]1([n:26]2[cH:27][n:28][c:29]3[c:30](=[O:31])[nH:32][c:33]([NH2:34])[n:35][c:36]23)[CH2:19][CH:20]([OH:21])[CH:22]([CH2:23][OH:24])[O:25]1.[C:37]([Cl:38])(=[O:39])[CH2:40][CH2:41][CH3:42].[C:43]([Cl:44])(=[O:45])[CH2:46][CH2:47][CH2:48][CH2:49][CH2:50][CH2:51][CH2:52][CH2:53][CH2:54][CH2:55][CH2:56][CH2:57][CH2:58][CH2:59][CH3:60]>>[C:1]([CH2:2][CH2:3][CH3:4])(=[O:17])[C:18]1([n:26]2[cH:27][n:28][c:29]3[c:30](=[O:31])[nH:32][c:33]([NH2:34])[n:35][c:36]23)[CH2:19][CH:20]([OH:21])[CH:22]([CH2:23][OH:24])[O:25]1.